From a dataset of the Open Reaction Database (ORD), a public repository of structured organic reaction records. describe an organic reaction: reactants, conditions, products, and yield Starting materials: C(C)(C)(C)OC(=O)N1C[C@@H]([C@@H](CC1)C=1C=C2N3[C@@H](C(NN=C3COC2=CC1C1=C(C=CC=C1)F)=O)C)C ((3R,4R)-4-[(R)-7-(2-fluoro-phenyl)-4-methyl-3-oxo-2,3,4,10-tetrahydro-9-oxa-1,2,4a-triaza-phenanthren-6-yl]-3-methyl-piperidine-1-carboxylic acid tert-butyl ester), Cl (HCl). Run at temperature 20 celsius, time 1 hour. Yields the product Cl.FC1=C(C=CC=C1)C1=C(C=C2N3[C@@H](C(NN=C3COC2=C1)=O)C)[C@H]1[C@H](CNCC1)C ((R)-7-(2-fluoro-phenyl)-4-methyl-6-((3R,4R)-3-methyl-piperidin-4-yl)-2,10-dihydro-9-oxa-1,2,4a-triaza-phenanthren-3-one hydrochloride). The yield is 98.0%. Reaction SMILES: C(OC([N:8]1[CH2:13][CH2:12][C@@H:11]([C:14]2[CH:15]=[C:16]3[C:25](=[CH:26][C:27]=2[C:28]2[CH:33]=[CH:32][CH:31]=[CH:30][C:29]=2[F:34])[O:24][CH2:23][C:22]2[N:17]3[C@H:18]([CH3:36])[C:19](=[O:35])[NH:20][N:21]=2)[C@@H:10]([CH3:37])[CH2:9]1)=O)(C)(C)C.[ClH:38]>>[ClH:38].[F:34][C:29]1[CH:30]=[CH:31][CH:32]=[CH:33][C:28]=1[C:27]1[CH:26]=[C:25]2[C:16]([N:17]3[C:22]([CH2:23][O:24]2)=[N:21][NH:20][C:19](=[O:35])[C@H:18]3[CH3:36])=[CH:15][C:14]=1[C@@H:11]1[CH2:12][CH2:13][NH:8][CH2:9][C@@H:10]1[CH3:37] |f:2.3|. Reported procedure: A mixture of (3R,4R)-4-[(R)-7-(2-fluoro-phenyl)-4-methyl-3-oxo-2,3,4,10-tetrahydro-9-oxa-1,2,4a-triaza-phenanthren-6-yl]-3-methyl-piperidine-1-carboxylic acid tert-butyl ester (0.076 g, 0.149 mmol) in HCl (4M in EtOAc, 15 mL) was stirred at 20° C. for 1 h. The reaction mixture was concentrated in vacuo to give (R)-7-(2-fluoro-phenyl)-4-methyl-6-((3R,4R)-3-methyl-piperidin-4-yl)-2,10-dihydro-9-oxa-1,2,4a-triaza-phenanthren-3-one hydrochloride acid (0.065 g, 98%). 1H NMR (MeOD, 400 MHz) δ 7.50-7.4... Reactants: CCOC(=O)n1c(C(=O)c2ccccc2)c(NC(C)=O)c2cc([N+](=O)[O-])ccc21, CCOC(C)=O. Yields the product CCOC(=O)n1c(C(=O)c2ccccc2)c(NC(C)=O)c2cc(N)ccc21. As a reaction SMILES: [C:1]([CH3:2])(=[O:3])[NH:4][c:5]1[c:6]([C:22]([c:23]2[cH:24][cH:25][cH:26][cH:27][cH:28]2)=[O:29])[n:7]([C:17](=[O:18])[O:19][CH2:20][CH3:21])[c:8]2[cH:9][cH:10][c:11]([N+:14]([O-:15])=[O:16])[cH:12][c:13]12.[CH3:30][CH2:31][O:32][C:33](=[O:34])[CH3:35]>>[C:1]([CH3:2])(=[O:3])[NH:4][c:5]1[c:6]([C:22]([c:23]2[cH:24][cH:25][cH:26][cH:27][cH:28]2)=[O:29])[n:7]([C:17](=[O:18])[O:19][CH2:20][CH3:21])[c:8]2[cH:9][cH:10][c:11]([NH2:14])[cH:12][c:13]12. As a reaction SMILES: [C:1]([OH:8])(=[O:7])[CH2:2][CH2:3][C:4]([OH:6])=[O:5].[CH3:9][N:10]([CH2:12][CH2:13]O)[CH3:11]>>[C:1]([O:8][CH2:13][CH2:12][N:10]([CH3:11])[CH3:9])(=[O:7])[CH2:2][CH2:3][C:4]([O:6][CH2:13][CH2:12][N:10]([CH3:11])[CH3:9])=[O:5]. Yields the product C(CCC(=O)OCCN(C)C)(=O)OCCN(C)C (bis(2-dimethylaminoethyl) succinate). Procedure: In method I succinic acid is reacted with dimethylaminoethanol to give bis(2-dimethylaminoethyl) succinate, which is then reacted with methyl chloride to give succinylcholine chloride. Reactants: C(CCC(=O)O)(=O)O (succinic acid), CN(C)CCO (dimethylaminoethanol).